This data is from the Open Reaction Database (ORD), a public repository of structured organic reaction records. The task is: describe an organic reaction: reactants, conditions, products, and yield The reactants are BrC(C(=O)OCC)C1=CC=CC=C1 (ethyl bromo(phenyl)acetate), N1CCC(CC1)O (4-piperidinol), C([O-])(O)=O.[Na+] (sodium bicarbonate). Run in C(C)O (ethanol). Run at temperature 60 celsius, time 4 hour. The product is OC1CCN(CC1)C(C(=O)OCC)C1=CC=CC=C1 (ethyl (4-hydroxypiperidin-1-yl)(phenyl)acetate). The yield is 96.2%. Reaction SMILES: Br[CH:2]([C:8]1[CH:13]=[CH:12][CH:11]=[CH:10][CH:9]=1)[C:3]([O:5][CH2:6][CH3:7])=[O:4].[NH:14]1[CH2:19][CH2:18][CH:17]([OH:20])[CH2:16][CH2:15]1.C(=O)(O)[O-].[Na+]>C(O)C>[OH:20][CH:17]1[CH2:18][CH2:19][N:14]([CH:2]([C:8]2[CH:13]=[CH:12][CH:11]=[CH:10][CH:9]=2)[C:3]([O:5][CH2:6][CH3:7])=[O:4])[CH2:15][CH2:16]1 |f:2.3|. Reported procedure: To a solution of ethyl bromo(phenyl)acetate (5.0 g) in ethanol (20 mL) was added 4-piperidinol (5.05 g) and the mixture was stirred at 60° C. for 4 hours. The mixture was poured into dilute sodium bicarbonate aqueous solution and extracted with ethyl acetate. The organic layer was washed with water and brine, dried over magnesium sulfate, and evaporated in vacuo. The residue was purified by column chromatography on silica gel eluting with hexane/ethylacetate (3:7) to afford ethyl (4-hydroxypiper...